Dataset: the Open Reaction Database (ORD), a public repository of structured organic reaction records. Task: describe an organic reaction: reactants, conditions, products, and yield Starting materials: N1CCCC1 (Pyrrolidine), [OH-].[Na+] (NaOH), C(Cl)(Cl)Cl (CHCl3), BrCCC1=CNC2=CC=C(C=C12)F (3-(2-bromo-ethyl)-5-fluoro-1H-indole). Run in O1CCOCC1 (dioxane). Conditions: temperature 70 celsius, time 8 hour. Product: FC=1C=C2C(=CNC2=CC1)CCN1CCCC1 (5-Fluoro-3-(2-(pyrrolidin-1-yl)ethyl)-1H-indole). As a reaction SMILES: [NH:1]1[CH2:5][CH2:4][CH2:3][CH2:2]1.Br[CH2:7][CH2:8][C:9]1[C:17]2[C:12](=[CH:13][CH:14]=[C:15]([F:18])[CH:16]=2)[NH:11][CH:10]=1.[OH-].[Na+].C(Cl)(Cl)Cl>O1CCOCC1>[F:18][C:15]1[CH:16]=[C:17]2[C:12](=[CH:13][CH:14]=1)[NH:11][CH:10]=[C:9]2[CH2:8][CH2:7][N:1]1[CH2:5][CH2:4][CH2:3][CH2:2]1 |f:2.3|. Procedure: Pyrrolidine (2.94 g, 3.4 ml, 41.3 mmol) was dissolved in abs dioxane (100 ml), 3-(2-bromo-ethyl)-5-fluoro-1H-indole (5.00 g, 20.7 mmol) was added at RT and the mixture was stirred at 70° C. for 8 h. The solution was concentrated, the residue was taken up in CHCl3 (150 ml) and the mixture was washed with water (2×50 ml). The organic phase was dried over Na2SO4, filtered and concentrated i. vac. The residue obtained was purified by flash chromatography with 500 g of silica gel and chloroform/metha... RXN SMILES: [N:1](=[C:3]1[S:8][CH2:7][S:6][CH2:5][S:4]1)[OH:2].[CH3:9][N:10]=[C:11]=[O:12]>CC(C)=O.C(N(CC)CC)C>[CH3:9][NH:10][C:11]([CH:7]1[S:8][C:3](=[N:1][OH:2])[S:4][CH2:5][S:6]1)=[O:12]. The solvent is CC(=O)C (acetone), C(C)N(CC)CC (triethylamine). Reported procedure: A quantity of 3.3 g of 2-oximino-1,3,5-trithiane and 1.29 ml of methyl isocyanate were dissolved in 50 ml of acetone containing 0.05 ml of triethylamine in a glass pressure vessel. The reaction mixture was allowed to stand for 72 hours at ambient temperature. The solvent was then evaporated and the residue taken up in 200 ml of ethyl acetate. The solution was washed with water, dried over magnesium sulfate and the solvent evaporated off. Recrystallization from isopropyl ether/acetone yielded 2.4... Reaction conditions: time 72 hour. The product is CNC(=O)C1SCSC(S1)=NO (2-methylcarbamoyloximino-1,3,5-trithiane). Reactants: N(O)=C1SCSCS1 (2-oximino-1,3,5-trithiane), CN=C=O (methyl isocyanate). Reactants: BrC=1C=C(C=C(C1)OC)CO (3-bromo-5-methoxy-phenyl-methanol), CN(C=O)C (dimethylformamide). The reagents and catalysts are C=1C=CC(=CC1)[P](C=2C=CC=CC2)(C=3C=CC=CC3)[Pd]([P](C=4C=CC=CC4)(C=5C=CC=CC5)C=6C=CC=CC6)([P](C=7C=CC=CC7)(C=8C=CC=CC8)C=9C=CC=CC9)[P](C=1C=CC=CC1)(C=1C=CC=CC1)C=1C=CC=CC1 (tetrakis(triphenylphosphine)palladium), [C-]#N.[Zn+2].[C-]#N (zinc cyanide). Run in C(C)OCC (diethyl ether). Conditions: temperature 100 celsius. Product: OCC=1C=C(C#N)C=C(C1)OC (3-hydroxymethyl-5-methoxy-benzonitrile). Isolated yield 78.0%. RXN SMILES: Br[C:2]1[CH:3]=[C:4]([CH2:10][OH:11])[CH:5]=[C:6]([O:8][CH3:9])[CH:7]=1.[CH3:12][N:13](C)C=O>C(OCC)C.[C-]#N.[Zn+2].[C-]#N.C1C=CC([P]([Pd]([P](C2C=CC=CC=2)(C2C=CC=CC=2)C2C=CC=CC=2)([P](C2C=CC=CC=2)(C2C=CC=CC=2)C2C=CC=CC=2)[P](C2C=CC=CC=2)(C2C=CC=CC=2)C2C=CC=CC=2)(C2C=CC=CC=2)C2C=CC=CC=2)=CC=1>[OH:11][CH2:10][C:4]1[CH:3]=[C:2]([CH:7]=[C:6]([O:8][CH3:9])[CH:5]=1)[C:12]#[N:13] |f:3.4.5,^1:30,32,51,70|. Procedure: To a solution of 3-bromo-5-methoxy-phenyl-methanol (460 mg, 2.119 mmol, prepared according to the procedure reported by Claudi, F. et al. J. Med. Chem. 2000, 43, 599-608) in dimethylformamide (3 mL) at room temperature was added zinc cyanide (149 mg, 1.271 mmol). The reaction mixture was degassed by passing argon through for 30 min before tetrakis(triphenylphosphine)palladium (147 mg, 0.127 mmol) was added. The reaction mixture was heated at 100° C. for 12 h. It was diluted with diethyl ether an... Reactants: CC=1N(C=CN1)C=1C=C(C=CC1)C1=C(C=CC(=C1)OCCCCCCCCCCCCCC)CC(=O)N (3-(2-methyl-1H-imidazol-1-yl) phenyl-4-(tetradecyloxy)benzeneacetamide), Cl (hydrogen chloride). Solvent: CCOCC (ether), CCOCC (ether). Product: Cl.CC=1N(C=CN1)C=1C=C(C=CC1)C1=C(C=CC(=C1)OCCCCCCCCCCCCCC)CC(=O)N (3-(2-Methyl-1H-imidazol-1-yl)phenyl-4-(tetradecyloxy)benzeneacetamide monohydrochloride). Reaction SMILES: [CH3:1][C:2]1[N:3]([C:7]2[CH:8]=[C:9]([C:13]3[CH:18]=[C:17]([O:19][CH2:20][CH2:21][CH2:22][CH2:23][CH2:24][CH2:25][CH2:26][CH2:27][CH2:28][CH2:29][CH2:30][CH2:31][CH2:32][CH3:33])[CH:16]=[CH:15][C:14]=3[CH2:34][C:35]([NH2:37])=[O:36])[CH:10]=[CH:11][CH:12]=2)[CH:4]=[CH:5][N:6]=1.[ClH:38]>CCOCC>[ClH:38].[CH3:1][C:2]1[N:3]([C:7]2[CH:8]=[C:9]([C:13]3[CH:18]=[C:17]([O:19][CH2:20][CH2:21][CH2:22][CH2:23][CH2:24][CH2:25][CH2:26][CH2:27][CH2:28][CH2:29][CH2:30][CH2:31][CH2:32][CH3:33])[CH:16]=[CH:15][C:14]=3[CH2:34][C:35]([NH2:37])=[O:36])[CH:10]=[CH:11][CH:12]=2)[CH:4]=[CH:5][N:6]=1 |f:3.4|. Procedure: To a solution of 500 mg of N-[3-(2-methyl-1H-imidazol-1-yl) phenyl-4-(tetradecyloxy)benzeneacetamide in a minimum of ether is treated with 70 ml of ether saturated with hydrogen chloride. The resulting solid is collected via centrifugation, washed with ether and vacuum dried to give 0.4 g of the desired product as a white solid, m.p. 175°-178° C. Starting materials: CN(C)C=O (DMF), FC1=C(C=CC(=C1)[N+](=O)[O-])N1CCNCC1 (1-(2-fluoro-4-nitro-phenyl)-piperazine), C(=O)([O-])[O-].[K+].[K+] (K2CO3), BrC(C(=O)N(CC)CC)C1=CC=CC=C1 (2-bromo-N,N-diethyl-2-phenyl-acetamide). Run in CC(C)(C)OC (MTBE). Run at time 4 hour. The product is C(C)N(C(C(C1=CC=CC=C1)N1CCN(CC1)C1=C(C=C(C=C1)[N+](=O)[O-])F)=O)CC (N,N-Diethyl-2-[4-(2-fluoro-4-nitro-phenyl)-piperazin-1-yl]-2-phenyl-acetamide). RXN SMILES: CN(C=O)C.[F:6][C:7]1[CH:12]=[C:11]([N+:13]([O-:15])=[O:14])[CH:10]=[CH:9][C:8]=1[N:16]1[CH2:21][CH2:20][NH:19][CH2:18][CH2:17]1.C([O-])([O-])=O.[K+].[K+].Br[CH:29]([C:37]1[CH:42]=[CH:41][CH:40]=[CH:39][CH:38]=1)[C:30]([N:32]([CH2:35][CH3:36])[CH2:33][CH3:34])=[O:31]>CC(OC)(C)C>[CH2:35]([N:32]([CH2:33][CH3:34])[C:30](=[O:31])[CH:29]([N:19]1[CH2:20][CH2:21][N:16]([C:8]2[CH:9]=[CH:10][C:11]([N+:13]([O-:15])=[O:14])=[CH:12][C:7]=2[F:6])[CH2:17][CH2:18]1)[C:37]1[CH:42]=[CH:41][CH:40]=[CH:39][CH:38]=1)[CH3:36] |f:2.3.4|. Procedure details: A 500 mL, round-bottomed flask under a positive pressure of nitrogen was equipped with a magnetic stirrer and charged with anhydrous DMF (100 mL), 1-(2-fluoro-4-nitro-phenyl)-piperazine (4.0 g, 17.8 mmol), anhydrous K2CO3 (4.9 g, 35.5 mmol) and 2-bromo-N,N-diethyl-2-phenyl-acetamide (6.2 g, 23.0 mmol). The pale yellow reaction mixture was stirred at ambient temperature for 4 h, following which the solvent was removed on the rotary evaporator to yield a yellow colored semi-solid. MTBE (250 mL) wa... Reactants: CN(CCN)C (N,N-Dimethylethylenediamine), Cl.C(C)N=C=NCCCN(C)C (1-Ethyl-3-(3-dimethylaminopropyl)carbodiimide hydrochloride), O.ON1N=NC2=C1C=CC=C2 (1-hydroxybenzotriazole monohydrate), C(C1=CC=CC=C1)(=O)C1=CC2=C(N=C(N2)C=2C(=C(NC2C)C(=O)N2CCC(CC2)C(=O)O)C)C=C1 (((4-(5-benzoylbenzimidazol-2-yl)-3,5-dimethylpyrrol-2-yl)-carbonyl)piperidine-4-carboxylic acid). The solvent is N1=CC=CC=C1 (pyridine). Conditions: temperature 60 celsius, time 10 hour. Yields the product CN(C)CCNC(=O)C1CCN(CC1)C(=O)C=1NC(=C(C1C)C=1NC2=C(N1)C=CC(=C2)C(C2=CC=CC=C2)=O)C (N-dimethylaminoethyl-1-((4-(5-benzoylbenzimidazol-2-yl)-3,5-dimethylpyrrol-2-yl)-carbonyl)piperidine-4-carboxamide). Isolated yield 54.3%. Reaction SMILES: Cl.C(N=C=NCCCN(C)C)C.O.ON1C2C=CC=CC=2N=N1.[C:24]([C:32]1[CH:58]=[CH:57][C:35]2[N:36]=[C:37]([C:39]3[C:40]([CH3:56])=[C:41]([C:45]([N:47]4[CH2:52][CH2:51][CH:50]([C:53]([OH:55])=O)[CH2:49][CH2:48]4)=[O:46])[NH:42][C:43]=3[CH3:44])[NH:38][C:34]=2[CH:33]=1)(=[O:31])[C:25]1[CH:30]=[CH:29][CH:28]=[CH:27][CH:26]=1.[CH3:59][N:60]([CH3:64])[CH2:61][CH2:62][NH2:63]>N1C=CC=CC=1>[CH3:59][N:60]([CH2:61][CH2:62][NH:63][C:53]([CH:50]1[CH2:51][CH2:52][N:47]([C:45]([C:41]2[NH:42][C:43]([CH3:44])=[C:39]([C:37]3[NH:38][C:34]4[CH:33]=[C:32]([C:24](=[O:31])[C:25]5[CH:26]=[CH:27][CH:28]=[CH:29][CH:30]=5)[CH:58]=[CH:57][C:35]=4[N:36]=3)[C:40]=2[CH3:56])=[O:46])[CH2:48][CH2:49]1)=[O:55])[CH3:64] |f:0.1,2.3|. Procedure: 1-Ethyl-3-(3-dimethylaminopropyl)carbodiimide hydrochloride (31 mg, 0.16 mmol) and 1-hydroxybenzotriazole monohydrate (25 mg, 0.16 mmol) were added to a pyridine (4 ml) solution of the ((4-(5-benzoylbenzimidazol-2-yl)-3,5-dimethylpyrrol-2-yl)-carbonyl)piperidine-4-carboxylic acid (70 mg, 0.15 mmol) obtained in Example 45. N,N-Dimethylethylenediamine (13 mg, 0.15 mmol) was added to the reaction mixture and heated. The reaction mixture was stirred at 60° C. (internal temperature) for 10 hours, and... The reactants are O (water), [OH-].[Na+] (sodium hydroxide), O (water), C(C1=CC=CC=C1)N1C(C(C(CC1)=O)(C)C)=O (1-benzyl-2,4-dioxo-3,3-dimethylpiperidine), [H-].[Al+3].[Li+].[H-].[H-].[H-] (lithium aluminum hydride). Run in ClCCl (dichloromethane), S(=O)(=O)([O-])[O-].[Na+].[Na+] (sodium sulfate), O1CCCC1 (tetrahydrofuran). Reaction conditions: time 16 hour. Product: C(C1=CC=CC=C1)N1CC(C(CC1)O)(C)C (1-benzyl-3,3-dimethyl-4-hydroxypiperidine). Isolated yield 87.7%. Reaction SMILES: [CH2:1]([N:8]1[CH2:13][CH2:12][C:11](=[O:14])[C:10]([CH3:16])([CH3:15])[C:9]1=O)[C:2]1[CH:7]=[CH:6][CH:5]=[CH:4][CH:3]=1.[H-].[Al+3].[Li+].[H-].[H-].[H-].O.[OH-].[Na+]>O1CCCC1.ClCCl.S([O-])([O-])(=O)=O.[Na+].[Na+]>[CH2:1]([N:8]1[CH2:13][CH2:12][CH:11]([OH:14])[C:10]([CH3:16])([CH3:15])[CH2:9]1)[C:2]1[CH:3]=[CH:4][CH:5]=[CH:6][CH:7]=1 |f:1.2.3.4.5.6,8.9,12.13.14|. Procedure: A solution of 0.30 gm (1.3 mMol) 1-benzyl-2,4-dioxo-3,3-dimethylpiperidine in 5 mL tetrahydrofuran was stirred at room temperature as 2 mL (2 mMol) lithium aluminum hydride (2M in tetrahydrofuran) was added dropwise. The reaction mixture was then heated to reflux for 3 hours. The reaction mixture was then allowed to cool to room temperature. After stirring at room temperature for about 16 hours, the reaction mixture was cooled in an ice bath and treated sequentially with 0.5 mL water, 0.5 mL 5N ... Reactants: O=C(O)c1ccc(O)c(Cl)c1, O, O=[N+]([O-])O. Yields the product O=C(O)c1cc(Cl)c(O)c([N+](=O)[O-])c1. Reaction SMILES: [Cl:1][c:2]1[cH:3][c:4]([C:5](=[O:6])[OH:7])[cH:8][cH:9][c:10]1[OH:11].[OH2:16].[OH:12][N+:13]([O-:14])=[O:15]>>[Cl:1][c:2]1[cH:3][c:4]([C:5](=[O:6])[OH:7])[cH:8][c:9]([N+:13](=[O:12])[O-:14])[c:10]1[OH:11]. Starting materials: BrCCC(=O)N1C2=C(C(NC3=C1C=CC=C3)=O)N(C=C2C)C (4-(3-bromopropionyl)-1,3-dimethyl-1,4,9,10-tetrahydropyrrolo[3,2-b][1,5]benzodiazepin-10-one), N1CCCC1 (pyrrolidine), C([O-])([O-])=O.[Na+].[Na+] (sodium carbonate). The solvent is O1CCOCC1 (dioxane). Product: CN1C=C(C=2N(C3=C(NC(C21)=O)C=CC=C3)C(CCN3CCCC3)=O)C (1,3-Dimethyl-4-(3-pyrrolidinopropionyl)-1,4,9,10-tetrahydropyrrolo[3,2-b][1,5]benzodiazepin-10-one). As a reaction SMILES: Br[CH2:2][CH2:3][C:4]([N:6]1[C:12]2[CH:13]=[CH:14][CH:15]=[CH:16][C:11]=2[NH:10][C:9](=[O:17])[C:8]2[N:18]([CH3:22])[CH:19]=[C:20]([CH3:21])[C:7]1=2)=[O:5].[NH:23]1[CH2:27][CH2:26][CH2:25][CH2:24]1.C(=O)([O-])[O-].[Na+].[Na+]>O1CCOCC1>[CH3:22][N:18]1[C:8]2[C:9](=[O:17])[NH:10][C:11]3[CH:16]=[CH:15][CH:14]=[CH:13][C:12]=3[N:6]([C:4](=[O:5])[CH2:3][CH2:2][N:23]3[CH2:27][CH2:26][CH2:25][CH2:24]3)[C:7]=2[C:20]([CH3:21])=[CH:19]1 |f:2.3.4|. Reported procedure: 1.9 g of 4-(3-bromopropionyl)-1,3-dimethyl-1,4,9,10-tetrahydropyrrolo[3,2-b][1,5]benzodiazepin-10-one and 0.75 g of pyrrolidine are warmed at 80° C. for 4 hours in 50 ml of dioxane. After the solvent has been stripped off in vacuo, the residue is taken up in a little saturated sodium carbonate solution. The mixture is extracted three times with 30 ml of ethyl acetate each time, the combined extracts are dried over sodium sulfate, and the solvent is stripped off in vacuo. The remaining crystallin...